This data is from the Open Reaction Database (ORD), a public repository of structured organic reaction records. The task is: describe an organic reaction: reactants, conditions, products, and yield Starting materials: O.O.C(C(=O)O)(=O)O (oxalic acid dihydrate), C(CC)(=O)O (Propanoic acid), [BH4-].[Na+] (sodium borohydride), C(C)OC(=O)[C@H]1NCC(CC1)=NOCC1=CC=CC=C1 ((S)-5-Benzyloxyimino-piperidine-2-carboxylic acid ethyl ester), S(O)(O)(=O)=O (sulfuric acid). The solvent is C(C)O (ethanol), C(C)(=O)OCC (ethyl acetate), C(C)(=O)OCC (ethyl acetate). Run at temperature 45 celsius. The product is C(C(=O)O)(=O)O.C(C1=CC=CC=C1)ON[C@@H]1CC[C@H](NC1)C(=O)OCC (ethyl (2S,5R)-5-[(benzyloxy)amino]piperidine-2-carboxylate ethanedioate). Reaction SMILES: C(O)(=O)CC.[BH4-].[Na+].[CH2:8]([O:10][C:11]([C@@H:13]1[CH2:18][CH2:17][C:16](=[N:19][O:20][CH2:21][C:22]2[CH:27]=[CH:26][CH:25]=[CH:24][CH:23]=2)[CH2:15][NH:14]1)=[O:12])[CH3:9].S(=O)(=O)(O)O.O.O.[C:35]([OH:40])(=[O:39])[C:36]([OH:38])=[O:37]>C(OCC)(=O)C.C(O)C>[C:35]([OH:40])(=[O:39])[C:36]([OH:38])=[O:37].[CH2:21]([O:20][NH:19][C@H:16]1[CH2:15][NH:14][C@H:13]([C:11]([O:10][CH2:8][CH3:9])=[O:12])[CH2:18][CH2:17]1)[C:22]1[CH:23]=[CH:24][CH:25]=[CH:26][CH:27]=1 |f:1.2,5.6.7,10.11|. Procedure details: Propanoic acid (34.9 ml, 466.2 mmol, 6 eq) was added to a suspension of sodium borohydride (5.75 g, 155.4 mmol, 2 eq) in ethyl acetate (160 ml) and held until the reaction was deemed to be complete. The resulting solution was added to a solution of (S)-5-Benzyloxyimino-piperidine-2-carboxylic acid ethyl ester in ethyl acetate (120 ml total volume) and sulfuric acid (20.7 ml, 388.5 mmol, 5 eq) at −20° C. and held until reaction was deemed to be complete. The reaction was quenched by the addition ... Reactants: CC1(CC2=CC=CC=C2C1)C(=O)OC (methyl 2-methyl-2,3-dihydro-1H-indene-2-carboxylate), O.[OH-].[Li+] (lithium hydroxide monohydrate), Cl (HCl). Run in C1CCOC1.O.CO (THF water MeOH). Reaction conditions: time 4 hour. Yields the product CC1(CC2=CC=CC=C2C1)C(=O)O (2-Methyl-2,3-dihydro-1H-indene-2-carboxylic acid). RXN SMILES: [CH3:1][C:2]1([C:11]([O:13]C)=[O:12])[CH2:10][C:9]2[C:4](=[CH:5][CH:6]=[CH:7][CH:8]=2)[CH2:3]1.O.[OH-].[Li+].Cl>C1COCC1.O.CO>[CH3:1][C:2]1([C:11]([OH:13])=[O:12])[CH2:10][C:9]2[C:4](=[CH:5][CH:6]=[CH:7][CH:8]=2)[CH2:3]1 |f:1.2.3,5.6.7|. Procedure: To a solution of methyl 2-methyl-2,3-dihydro-1H-indene-2-carboxylate (1.80 g, 9.46 mmol) in THF/water/MeOH (4/1/1 mL respectively) was added lithium hydroxide monohydrate (1.19 g, 28.4 mmol). The reaction mixture stirred at ambient temperature 4 h, acidified to pH 3 with 1 N HCl and extracted with Et2O (2×25 mL). Combined organics were washed (water, brine), dried over Na2SO4 and concentrated in vacuo affording the title compound as a white solid. 1H NMR (400 MHz, CDCl3) δ ppm 1.39 (s, 3H), 2.83... Starting materials: COC=1C=C(C=CC1OC)CCC1=CC=C(N)C=C1 (4-[2-[3,4-dimethoxyphenyl)ethyl]aniline), Br (hydrobromic acid). Product: OC=1C=C(C=CC1O)CCC1=CC=C(C=C1)N (4-[2-(3,4-dihydroxyphenyl)ethyl]benzenamine), acetate salt. Reaction SMILES: C[O:2][C:3]1[CH:4]=[C:5]([CH2:11][CH2:12][C:13]2[CH:19]=[CH:18][C:16]([NH2:17])=[CH:15][CH:14]=2)[CH:6]=[CH:7][C:8]=1[O:9]C.Br>>[OH:2][C:3]1[CH:4]=[C:5]([CH2:11][CH2:12][C:13]2[CH:14]=[CH:15][C:16]([NH2:17])=[CH:18][CH:19]=2)[CH:6]=[CH:7][C:8]=1[OH:9]. Reported procedure: A mixture of 20 g (78 mmol) of 4-[2-[3,4-dimethoxyphenyl)ethyl]aniline which is prepared in Preparation 1 above and 300 ml of of 48% hydrobromic acid is stirred at reflux under nitrogen for seven hours and at room temperature overnight. The resultant precipitate is collected, washed with ether, and redissolved in 1N.NaOH. The solution is acidified to pH 6 with glacial HOAc and the resultant precipitate is collected as crude product. Recrystallization from H2O and then from MeOH yields the 4-[2-(...